From a dataset of the Open Reaction Database (ORD), a public repository of structured organic reaction records. describe an organic reaction: reactants, conditions, products, and yield Starting materials: C(C)C1=NC(=C(C(N1CC)=O)C)O (2,3-diethyl-6-hydroxy-5-methyl-4(3H)-pyrimidinone), FC(C1=CC=C(OC2=CC=C(CBr)C=C2)C=C1)(F)F (4-(4'-trifluoromethylphenoxy)benzyl bromide), O (water), C([O-])([O-])=O.[K+].[K+] (potassium carbonate). Run in CN(C=O)C (N,N-dimethylformamide). Conditions: time 18 hour. Product: C(C)C1=NC(=C(C(N1CC)=O)C)OCC1=CC=C(C=C1)OC1=CC=C(C=C1)C(F)(F)F (2,3-diethyl-5-methyl-6-[4'-(4"-trifluoromethyl-phenoxy)benzyloxy]-4(3H)-pyrimidinone). Yield: 62.5%. Reaction SMILES: [CH2:1]([C:3]1[N:8]([CH2:9][CH3:10])[C:7](=[O:11])[C:6]([CH3:12])=[C:5]([OH:13])[N:4]=1)[CH3:2].[F:14][C:15]([F:32])([F:31])[C:16]1[CH:30]=[CH:29][C:19]([O:20][C:21]2[CH:28]=[CH:27][C:24]([CH2:25]Br)=[CH:23][CH:22]=2)=[CH:18][CH:17]=1.C(=O)([O-])[O-].[K+].[K+].O>CN(C)C=O>[CH2:1]([C:3]1[N:8]([CH2:9][CH3:10])[C:7](=[O:11])[C:6]([CH3:12])=[C:5]([O:13][CH2:25][C:24]2[CH:23]=[CH:22][C:21]([O:20][C:19]3[CH:29]=[CH:30][C:16]([C:15]([F:14])([F:31])[F:32])=[CH:17][CH:18]=3)=[CH:28][CH:27]=2)[N:4]=1)[CH3:2] |f:2.3.4|. Procedure details: In 15 ml of N,N-dimethylformamide were dissolved 0.91 g of 2,3-diethyl-6-hydroxy-5-methyl-4(3H)-pyrimidinone and 1.66 g of 4-(4'-trifluoromethylphenoxy)benzyl bromide, and then 0.69 g of potassium carbonate was added thereto. The mixture was stirred for 18 hours at room temperature. The resulting solution was poured into water and extracted with benzene. The extract was washed with water, dried over anhydrous sodium sulfate and freed of solvent by distillation under reduced pressure. The oil thu... Starting materials: C=CCCCCCC (oct-1-ene), C(C1=CC=CC=C1)(=O)OOC(C1=CC=CC=C1)=O (benzoyl peroxide), C(Cl)(Cl)Cl (chloroform). Product: ClC(CCCCCCCC)(Cl)Cl (1,1,1-trichlorononane). RXN SMILES: [CH2:1]=[CH:2][CH2:3][CH2:4][CH2:5][CH2:6][CH2:7][CH3:8].C(OOC(=O)C1C=CC=CC=1)(=O)C1C=CC=CC=1.[CH:27]([Cl:30])([Cl:29])[Cl:28]>>[Cl:28][C:27]([Cl:30])([Cl:29])[CH2:1][CH2:2][CH2:3][CH2:4][CH2:5][CH2:6][CH2:7][CH3:8]. Procedure: It has been disclosed that, when chloroform is reacted with oct-1-ene in the presence of benzoyl peroxide, 1,1,1-trichlorononane is formed in a yield of from 22 to 40%, based on the olefin, and with a selectivity of from 41 to 48%, conversion of the olefin being incomplete (J. Amer. Chem. Soc. 69 (1947), 1100-1104, in particular page 1104; and J. Chem. Soc. 1963, 3921-3927, in particular page 3927). The free-radical addition reactions of chloroform with other olefins also in general give only mo... The reactants are ClC1=CC=C2C(=C(C(NC2=C1)=O)SCCCC(=O)OC)O (7-chloro-4-hydroxy-3-(3-methoxycarbonylpropylthio)-2(1H)-quinolone), Cl (hydrochloric acid). Solvent: [OH-].[Na+] (sodium hydroxide). Run at time 1 hour. Yields the product C(=O)(O)CCCSC=1C(NC2=CC(=CC=C2C1O)Cl)=O (3-(3-carboxypropylthio)-7-chloro-4-hydroxy-2(1H)-quinolone). Reaction SMILES: [Cl:1][C:2]1[CH:11]=[C:10]2[C:5]([C:6]([OH:21])=[C:7]([S:13][CH2:14][CH2:15][CH2:16][C:17]([O:19]C)=[O:18])[C:8](=[O:12])[NH:9]2)=[CH:4][CH:3]=1.Cl>[OH-].[Na+]>[C:17]([CH2:16][CH2:15][CH2:14][S:13][C:7]1[C:8](=[O:12])[NH:9][C:10]2[C:5]([C:6]=1[OH:21])=[CH:4][CH:3]=[C:2]([Cl:1])[CH:11]=2)([OH:19])=[O:18] |f:2.3|. Reported procedure: 895 mg (2.73 mmol) of 7-chloro-4-hydroxy-3-(3-methoxycarbonylpropylthio)-2(1H)-quinolone are dissolved in 10 ml of 2N sodium hydroxide solution and the resulting solution is stirred for one hour at room temperature. The reaction mixture is adjusted to pH 2 with concentrated hydrochloric acid and the resulting white suspension is filtered and washed with water. The resulting colourless crystals are dried under a high vacuum at 70°, yielding 3-(3-carboxypropylthio)-7-chloro-4-hydroxy-2(1H)-quinolo... The reactants are C1(=CC=CC=C1)CCCC1=CC=C(C=C1)C(C)=O (4'-(3-phenylpropyl) acetophenone), ClC1=CC(=CC=C1)C(=O)OO (m-chloroperbenzoic acid), ClC1=CC(=CC=C1)C(=O)OO (m-chloroperbenzoic acid), ClC1=CC(=CC=C1)C(=O)OO (m-chloroperbenzoic acid), ClC=1C=C(C(=O)O)C=CC1 (m-chlorobenzoic acid). Run in C(Cl)Cl (methylene chloride). Conditions: time 23.5 hour. Yields the product C(C)(=O)OC1=CC=C(C=C1)CCCC1=CC=CC=C1 (4-(3-phenylpropyl)phenyl acetate). Yield: 104.1%. RXN SMILES: [C:1]1([CH2:7][CH2:8][CH2:9][C:10]2[CH:15]=[CH:14][C:13](C(=O)C)=[CH:12][CH:11]=2)[CH:6]=[CH:5][CH:4]=[CH:3][CH:2]=1.ClC1C=CC=[C:22]([C:26]([O:28]O)=[O:27])C=1.ClC1C=C(C=CC=1)C(O)=O>C(Cl)Cl>[C:26]([O:28][C:13]1[CH:12]=[CH:11][C:10]([CH2:9][CH2:8][CH2:7][C:1]2[CH:2]=[CH:3][CH:4]=[CH:5][CH:6]=2)=[CH:15][CH:14]=1)(=[O:27])[CH3:22]. Reported procedure: A suspension of 4'-(3-phenylpropyl) acetophenone (39.07 g) and m-chloroperbenzoic acid (124.48 g) in methylene chloride (400 ml) was refluxed. (Note: the m-chloroperbenzoic acid used in this reaction was a mixture of 1:1 m-chloroperbenzoic acid and m-chlorobenzoic acid.) After 23.5 hours, the reaction was allowed to cool to room temperature. After 2 hours at room temperature, the reaction mixture was filtered and the insolubles washed with methylene chloride (100 ml). To the filtrate was added w... The reactants are CCN=C=NCCCN(C)C, ClCCl, CN1CCOCC1, Cl, Cc1cc(C(=O)O)ncc1C(c1cc(F)ccc1F)S(=O)(=O)c1ccc(C(F)(F)F)cn1, NCCO, On1nnc2ccccc21. Yields the product Cc1cc(C(=O)NCCO)ncc1C(c1cc(F)ccc1F)S(=O)(=O)c1ccc(C(F)(F)F)cn1. As a reaction SMILES: [CH2:55]([N:56]=[C:57]=[N:58][CH2:59][CH2:60][CH2:61][N:62]([CH3:63])[CH3:64])[CH3:65].[CH2:66]([Cl:67])[Cl:68].[CH3:47][N:48]1[CH2:49][CH2:50][O:51][CH2:52][CH2:53]1.[ClH:54].[F:1][c:2]1[c:3]([CH:9]([c:10]2[c:11]([CH3:19])[cH:12][c:13]([C:16](=[O:17])[OH:18])[n:14][cH:15]2)[S:20](=[O:21])(=[O:22])[c:23]2[n:24][cH:25][c:26]([C:29]([F:30])([F:31])[F:32])[cH:27][cH:28]2)[cH:4][c:5]([F:8])[cH:6][cH:7]1.[NH2:33][CH2:34][CH2:35][OH:36].[OH:37][n:38]1[c:39]2[cH:40][cH:41][cH:42][cH:43][c:44]2[n:45][n:46]1>>[F:1][c:2]1[c:3]([CH:9]([c:10]2[c:11]([CH3:19])[cH:12][c:13]([C:16](=[O:17])[NH:33][CH2:34][CH2:35][OH:36])[n:14][cH:15]2)[S:20](=[O:21])(=[O:22])[c:23]2[n:24][cH:25][c:26]([C:29]([F:30])([F:31])[F:32])[cH:27][cH:28]2)[cH:4][c:5]([F:8])[cH:6][cH:7]1. Reactants: C=C(C)c1cccc(C(C)CC=O)c1, CCO, [H][H]. Yields the product CC(C)c1cccc(C(C)CC=O)c1. As a reaction SMILES: [CH2:1]=[C:2]([CH3:3])[c:4]1[cH:5][c:6]([CH:10]([CH2:11][CH:12]=[O:13])[CH3:14])[cH:7][cH:8][cH:9]1.[CH3:17][CH2:18][OH:19].[H:15][H:16]>>[CH3:1][CH:2]([CH3:3])[c:4]1[cH:5][c:6]([CH:10]([CH2:11][CH:12]=[O:13])[CH3:14])[cH:7][cH:8][cH:9]1. Reactants: COC(=O)Cl, Cl, CN(C(=O)N(C)C1CNCC1c1ccc(F)cc1)c1cc(C(F)(F)F)cc(C(F)(F)F)c1. The product is COC(=O)N1CC(c2ccc(F)cc2)C(N(C)C(=O)N(C)c2cc(C(F)(F)F)cc(C(F)(F)F)c2)C1. RXN SMILES: [C:34]([O:35][CH3:36])(=[O:37])[Cl:38].[ClH:1].[F:2][C:3]([c:4]1[cH:5][c:6]([N:14]([C:15](=[O:16])[N:17]([CH3:18])[CH:19]2[CH2:20][NH:21][CH2:22][CH:23]2[c:24]2[cH:25][cH:26][c:27]([F:30])[cH:28][cH:29]2)[CH3:31])[cH:7][c:8]([C:10]([F:11])([F:12])[F:13])[cH:9]1)([F:32])[F:33]>>[F:2][C:3]([c:4]1[cH:5][c:6]([N:14]([C:15](=[O:16])[N:17]([CH3:18])[CH:19]2[CH2:20][N:21]([C:34]([O:35][CH3:36])=[O:37])[CH2:22][CH:23]2[c:24]2[cH:25][cH:26][c:27]([F:30])[cH:28][cH:29]2)[CH3:31])[cH:7][c:8]([C:10]([F:11])([F:12])[F:13])[cH:9]1)([F:32])[F:33].